This data is from the Open Reaction Database (ORD), a public repository of structured organic reaction records. The task is: describe an organic reaction: reactants, conditions, products, and yield The reactants are [OH-].[K+].CO (potassium hydroxide methanol), O (water), C(C1=CC=CC=C1)OC=1C=CC(=C2C=CC(NC12)=O)[C@@H](CN(C(=O)[C@H]1N(CCC1)S(=O)(=O)C1=CC2=CC=CC=C2C=C1)[C@H](CC1=CC=C(C=C1)OC)C)O (8-benzyloxy-5-{(1S)-1-hydroxy-2-[N-((1S)-2-(p-methoxyphenyl)-1-methylethyl)-N-((2S)-1-(2-naphthylsulfonyl)-pyrrolidine-2-carbonyl)amino]ethyl}carbostyril). The solvent is CO (methanol). Product: C(C1=CC=CC=C1)OC=1C=CC(=C2C=CC(NC12)=O)[C@@H](CN[C@H](CC1=CC=C(C=C1)OC)C)O (8-benzyloxy-5-{(1S)-1-hydroxy-2-[N-((1S)-2-(p-methoxyphenyl)-1-methylethyl)amino]ethyl}carbostyril). Yield: 68.6%. RXN SMILES: [CH2:1]([O:8][C:9]1[CH:10]=[CH:11][C:12]([C@H:20]([OH:54])[CH2:21][N:22]([C@@H:43]([CH3:53])[CH2:44][C:45]2[CH:50]=[CH:49][C:48]([O:51][CH3:52])=[CH:47][CH:46]=2)C([C@@H]2CCCN2S(C2C=CC3C(=CC=CC=3)C=2)(=O)=O)=O)=[C:13]2[C:18]=1[NH:17][C:16](=[O:19])[CH:15]=[CH:14]2)[C:2]1[CH:7]=[CH:6][CH:5]=[CH:4][CH:3]=1.[OH-].[K+].CO.O>CO>[CH2:1]([O:8][C:9]1[CH:10]=[CH:11][C:12]([C@H:20]([OH:54])[CH2:21][NH:22][C@@H:43]([CH3:53])[CH2:44][C:45]2[CH:50]=[CH:49][C:48]([O:51][CH3:52])=[CH:47][CH:46]=2)=[C:13]2[C:18]=1[NH:17][C:16](=[O:19])[CH:15]=[CH:14]2)[C:2]1[CH:3]=[CH:4][CH:5]=[CH:6][CH:7]=1 |f:1.2.3|. Reported procedure: 2.61 g of 8-benzyloxy-5-{(1S)-1-hydroxy-2-[N-((1S)-2-(p-methoxyphenyl)-1-methylethyl)-N-((2S)-1-(2-naphthylsulfonyl)-pyrrolidine-2-carbonyl)amino]ethyl}carbostyril are dissolved in 100 ml of methanol, and 35 ml of 1N potassium hydroxide-methanol and 10 ml of water are added thereto. The mixture is refluxed for 3 hours with stirring. The mixture is concentrated under reduced pressure to remove solvent. The residue is extracted with chloroform, and the extract is dried and concentrated under reduc... As a reaction SMILES: [CH3:24][OH:25].[OH:1][CH:2]1[C:3]([CH3:22])([CH3:23])[O:4][CH2:5][C:6]12[CH2:7][CH2:8][N:9]([C:12]([O:13][CH2:14][c:15]1[cH:16][cH:17][cH:18][cH:19][cH:20]1)=[O:21])[CH2:10][CH2:11]2>>[OH:1][CH:2]1[C:3]([CH3:22])([CH3:23])[O:4][CH2:5][C:6]12[CH2:7][CH2:8][NH:9][CH2:10][CH2:11]2. The product is CC1(C)OCC2(CCNCC2)C1O. Reactants: CO, CC1(C)OCC2(CCN(C(=O)OCc3ccccc3)CC2)C1O. Starting materials: [Si](C)(C)(C(C)(C)C)OCC=1C=C(C=CC1)Br (3-(tert-butyldimethylsilyloxymethyl)bromobenzene), C(CCC)[Li] (n-butyllithium), C(C)(C)(C)[Si](Cl)(C)C (tert-butyldimethylchlorosilane), BrC=1C=C(CO)C=CC1 (3-bromobenzyl alcohol), OC[C@H]1CC[C@@]2(CC(CC[C@]12C)=O)O ((1S,3aS,7aR)-1-hydroxymethyl-3a-hydroxy-7a-methyl-5-perhydroindenone). Run in CCCCCC (n-hexane), C1CCOC1 (THF), C1CCOC1 (THF). Run at temperature 0 celsius, time 2.5 hour. Yields the product OC[C@H]1CC[C@@]2(C[C@@](CC[C@]12C)(O)C1=CC(=CC=C1)CO[Si](C)(C)C(C)(C)C)O ((1S,3aS,5R,7aR)-1-hydroxymethyl-5-(3-tert-butyldimethylsilyloxymethylphenyl)-7a-methylperhydroinden-3a,5-diol). Isolated yield 72.0%. As a reaction SMILES: [Si:1]([O:8][CH2:9][C:10]1[CH:11]=[C:12](Br)[CH:13]=[CH:14][CH:15]=1)([C:4]([CH3:7])([CH3:6])[CH3:5])([CH3:3])[CH3:2].C([Si](C)(C)Cl)(C)(C)C.BrC1C=C(C=CC=1)CO.C([Li])CCC.[OH:39][CH2:40][C@@H:41]1[C@:49]2([CH3:50])[C@@:44]([OH:52])([CH2:45][C:46](=[O:51])[CH2:47][CH2:48]2)[CH2:43][CH2:42]1>C1COCC1.CCCCCC>[OH:39][CH2:40][C@@H:41]1[C@:49]2([CH3:50])[C@@:44]([OH:52])([CH2:45][C@:46]([C:12]3[CH:13]=[CH:14][CH:15]=[C:10]([CH2:9][O:8][Si:1]([C:4]([CH3:7])([CH3:6])[CH3:5])([CH3:3])[CH3:2])[CH:11]=3)([OH:51])[CH2:47][CH2:48]2)[CH2:43][CH2:42]1. Procedure: To a suspension of 60.0 g of 3-(tert-butyldimethylsilyloxymethyl)bromobenzene (prepared from tert-butyldimethylchlorosilane and 3-bromobenzyl alcohol according to the procedure described by Kendall P. M. et al., J. Org. Chem., 1979, 44, 1421) in 500 ml of anhydrous THF cooled to -78° C., 131 ml of 1.6M n-butyllithium in n-hexane were added under a nitrogen atmosphere and the resulting mixture was stirred for 2.5 hrs. A solution of 6.30 g of (1S,3aS,7aR)-1-hydroxymethyl-3a-hydroxy-7a-methyl-5-per... Reactants: COc1c(CBr)c2c(c3c1OC(C)(C)C3)C(c1ccccc1)=NC(C)(C)C2, CN(C)C=O, N#C[K], O. The product is COc1c(CC#N)c2c(c3c1OC(C)(C)C3)C(c1ccccc1)=NC(C)(C)C2. Reaction SMILES: [Br:4][CH2:5][c:6]1[c:7]2[c:12]([c:13]3[c:14]([c:15]1[O:16][CH3:17])[O:18][C:19]([CH3:21])([CH3:22])[CH2:20]3)[C:11]([c:23]1[cH:24][cH:25][cH:26][cH:27][cH:28]1)=[N:10][C:9]([CH3:29])([CH3:30])[CH2:8]2.[CH3:32][N:33]([CH3:34])[CH:35]=[O:36].[K:1][C:2]#[N:3].[OH2:31]>>[C:2](#[N:3])[CH2:5][c:6]1[c:7]2[c:12]([c:13]3[c:14]([c:15]1[O:16][CH3:17])[O:18][C:19]([CH3:21])([CH3:22])[CH2:20]3)[C:11]([c:23]1[cH:24][cH:25][cH:26][cH:27][cH:28]1)=[N:10][C:9]([CH3:29])([CH3:30])[CH2:8]2. The reactants are Cl (hydrochloric acid), C(C)O (ethanol), NC(=NC(=O)C1=CC=2N(C3=CC=CC=C3C2C=C1)CCOCC1=CC=CC=C1)N (N-(diaminomethylene)-9-[2-(benzyloxy)ethyl]-9H-carbazole-2-carboxamide). Conditions: time 3 day. The product is NC(=NC(=O)C1=CC=2N(C3=CC=CC=C3C2C=C1)CCO)N (N-(diaminomethylene)-9-(2-hydroxyethyl)-9H-carbazole-2-carboxamide). Reported procedure: A 1.0 ml portion of 1 M hydrochloric acid and 40 mg of 10% palladium-carbon were added to an ethanol 9 ml-THF 3 ml solution of 393 mg N-(diaminomethylene)-9-[2-(benzyloxy)ethyl]-9H-carbazole-2-carboxamide, followed by stirring at room temperature for 3 days under an atmosphere of hydrogen gas. After carrying out celite filtration by adding 1 M sodium hydroxide aqueous solution, the organic solvent was evaporated and the water layer was extracted with chloroform, followed by washing with saturate... The reagents and catalysts are [C].[Pd] (palladium-carbon). Yield: 46.5%. Solvent: C1CCOC1 (THF). RXN SMILES: Cl.C(O)C.[NH2:5][C:6]([NH2:33])=[N:7][C:8]([C:10]1[CH:22]=[CH:21][C:20]2[C:19]3[C:14](=[CH:15][CH:16]=[CH:17][CH:18]=3)[N:13]([CH2:23][CH2:24][O:25]CC3C=CC=CC=3)[C:12]=2[CH:11]=1)=[O:9]>[C].[Pd].C1COCC1>[NH2:33][C:6]([NH2:5])=[N:7][C:8]([C:10]1[CH:22]=[CH:21][C:20]2[C:19]3[C:14](=[CH:15][CH:16]=[CH:17][CH:18]=3)[N:13]([CH2:23][CH2:24][OH:25])[C:12]=2[CH:11]=1)=[O:9] |f:3.4|. The reactants are ClC1=CC=C(C=C1)C1=NOC2=C1CCCC(C2)C(=O)OC (methyl 3-(4-chlorophenyl)-5,6,7,8-tetrahydro-4H-cyclohept[d]isoxazole-7-carboxylate), [OH-].[K+] (potassium hydroxide). Run in O (water), CO (methanol). The product is ClC1=CC=C(C=C1)C1=NOC2=C1CCCC(C2)C(=O)O (3-(4-chlorophenyl)-5,6,7,8-tetrahydro-4H-cyclohept[d]-isoxazole-7-carboxylic acid). The yield is 80.3%. As a reaction SMILES: [Cl:1][C:2]1[CH:7]=[CH:6][C:5]([C:8]2[C:12]3[CH2:13][CH2:14][CH2:15][CH:16]([C:18]([O:20]C)=[O:19])[CH2:17][C:11]=3[O:10][N:9]=2)=[CH:4][CH:3]=1.[OH-].[K+]>O.CO>[Cl:1][C:2]1[CH:3]=[CH:4][C:5]([C:8]2[C:12]3[CH2:13][CH2:14][CH2:15][CH:16]([C:18]([OH:20])=[O:19])[CH2:17][C:11]=3[O:10][N:9]=2)=[CH:6][CH:7]=1 |f:1.2|. Procedure details: 2,48 g of methyl 3-(4-chlorophenyl)-5,6,7,8-tetrahydro-4H-cyclohept[d]isoxazole-7-carboxylate were treated with 0.8 g of potassium hydroxide in 2 ml of water and 50 ml of methanol at 20° C. Methanol was removed from the mixture by evaporation and the residue was taken up in water. After washing with diethyl ether, the aqueous alkaline solution was acidified with 2N hydrochloric acid and extracted with diethyl ether. The ethereal extract was dried over magnesium sulfate and evaporated to give 1.9... Starting materials: C=C[Sn](CCCC)(CCCC)CCCC, CCOC(C)=O, [F-], Fc1cc(I)ccn1, [K+], C1COCCO1. Product: C=Cc1ccnc(F)c1. Reaction SMILES: [CH2:9]([CH2:10][CH2:22][CH3:23])[Sn:11]([CH2:12][CH2:13][CH2:14][CH3:15])([CH2:16][CH2:17][CH2:18][CH3:19])[CH:20]=[CH2:21].[CH3:24][CH2:25][O:26][C:27](=[O:28])[CH3:29].[F-:30].[F:1][c:2]1[n:3][cH:4][cH:5][c:6]([I:8])[cH:7]1.[K+:31].[O:32]1[CH2:33][CH2:34][O:35][CH2:36][CH2:37]1>>[F:1][c:2]1[n:3][cH:4][cH:5][c:6]([CH:9]=[CH2:10])[cH:7]1. Reactants: ClC1=NC(=CN=C1)OCCCCOC1=CC=CC=C1 (2-chloro-6-(4-phenoxybutoxy)pyrazine), C(=O)([O-])[O-].[K+].[K+] (K2CO3), [H-].[H-].[H-].[H-].[Li+].[Al+3] (LiAlH4), O(C1=CC=CC=C1)CCCCO (4-phenoxy-1-butanol), N1CCNCC1 (piperazine). Product: O(C1=CC=CC=C1)CCCCOC1=NC(=CN=C1)N1CCNCC1 (2-(4-Phenoxybutoxy)-6-(1-piperazinyl)pyrazine). As a reaction SMILES: Cl[C:2]1[CH:7]=[N:6][CH:5]=[C:4]([O:8][CH2:9][CH2:10][CH2:11][CH2:12][O:13][C:14]2[CH:19]=[CH:18][CH:17]=[CH:16][CH:15]=2)[N:3]=1.O(CCCCO)C1C=CC=CC=1.[NH:32]1[CH2:37][CH2:36][NH:35][CH2:34][CH2:33]1.C([O-])([O-])=O.[K+].[K+].[H-].[H-].[H-].[H-].[Li+].[Al+3]>>[O:13]([CH2:12][CH2:11][CH2:10][CH2:9][O:8][C:4]1[CH:5]=[N:6][CH:7]=[C:2]([N:32]2[CH2:37][CH2:36][NH:35][CH2:34][CH2:33]2)[N:3]=1)[C:14]1[CH:19]=[CH:18][CH:17]=[CH:16][CH:15]=1 |f:3.4.5,6.7.8.9.10.11|. Procedure details: The title compound was prepared according to the procedure of example 50, step 2, starting from 2-chloro-6-(4-phenoxybutoxy)pyrazine (1.99 g, 7.14 mmol; obtained according to the procedure of example 50, step 1, starting from 4-phenoxy-1-butanol*), piperazine (1.84 g, 21.4 mmol) and K2CO3 (0.99 g, 7.14 mmol). The yield of the title compound was 1.52 g (65%) which was obtained as an oil. Purity 100% (HPLC). MS m/z 329 (M+H)+. HRMS m/z calcd for C18H24N4O2 (M)+ 328.1899, found 328.1894. *Prepared ... Yields the product CC(C)(C)c1ccc(N2C(=O)c3c(ccnc3F)C2O)cc1. RXN SMILES: [C:16]([CH3:17])([CH3:18])([CH3:19])[c:20]1[cH:21][cH:22][c:23]([NH:26][C:27]([c:28]2[c:29]([F:34])[n:30][cH:31][cH:32][cH:33]2)=[O:35])[cH:24][cH:25]1.[C:42](=[O:43])([O-:44])[O-:45].[CH2:48]1[O:49][CH2:50][CH2:51][CH2:52]1.[CH3:11][CH2:12][CH2:13][CH2:14][Li:15].[CH3:1][C:2]1([CH3:3])[CH2:4][CH2:5][CH2:6][C:7]([CH3:8])([CH3:9])[NH:10]1.[ClH:41].[Na+:46].[Na+:47].[O:36]=[CH:37][N:38]([CH3:39])[CH3:40]>>[C:16]([CH3:17])([CH3:18])([CH3:19])[c:20]1[cH:21][cH:22][c:23]([N:26]2[C:27](=[O:35])[c:28]3[c:29]([F:34])[n:30][cH:31][cH:32][c:33]3[CH:37]2[OH:36])[cH:24][cH:25]1. Reactants: CC(C)(C)c1ccc(NC(=O)c2cccnc2F)cc1, O=C([O-])[O-], C1CCOC1, [Li]CCCC, CC1(C)CCCC(C)(C)N1, Cl, [Na+], [Na+], CN(C)C=O.